From a dataset of the Open Reaction Database (ORD), a public repository of structured organic reaction records. describe an organic reaction: reactants, conditions, products, and yield Reactants: C(C=C)[C@]1(CCN(C(O1)=O)[C@@H](C)C(C)(C)C)C1=CC=C(C=C1)F ((S)-6-allyl-3-((2S)-3,3-dimethylbutan-2-yl)-6-(4-fluorophenyl)-1,3-oxazinan-2-one), FC1=CC=C(C=C1)C1(CCNC(O1)=O)CCO (6-(4-fluorophenyl)-6-(2-hydroxyethyl)-1,3-oxazinan-2-one). Product: CC([C@H](C)N1C(OC(CC1)(CCO)C1=CC=C(C=C1)F)=O)(C)C (3-((2S)-3,3-dimethylbutan-2-yl)-6-(4-fluorophenyl)-6-(2-hydroxyethyl)-1,3-oxazinan-2-one). Reaction SMILES: [CH2:1]([C@:4]1([C:17]2[CH:22]=[CH:21][C:20]([F:23])=[CH:19][CH:18]=2)[O:9][C:8](=[O:10])[N:7]([C@H:11]([C:13]([CH3:16])([CH3:15])[CH3:14])[CH3:12])[CH2:6][CH2:5]1)[CH:2]=C.FC1C=CC(C2(CCO)[O:36]C(=O)NCC2)=CC=1>>[CH3:14][C:13]([CH3:15])([CH3:16])[C@@H:11]([N:7]1[CH2:6][CH2:5][C:4]([C:17]2[CH:22]=[CH:21][C:20]([F:23])=[CH:19][CH:18]=2)([CH2:1][CH2:2][OH:36])[O:9][C:8]1=[O:10])[CH3:12]. Procedure: (S)-6-allyl-3-((2S)-3,3-dimethylbutan-2-yl)-6-(4-fluorophenyl)-1,3-oxazinan-2-one [Isomer 2] (500 mg, 1.57 mmol) was converted to (R)-3-(S)-3,3-dimethylbutan-2-yl)-6-(4-fluorophenyl)-6-(2-hydroxyethyl)-1,3-oxazinan-2-one [Isomer 2] (300 mg, 59%) following a procedure analogous to that described immediately above. LC-MS Method 1 tR=1.112, min, m/z=324.2; 1H NMR (CDCl3): 0.85-0.99 (m, 12H), 2.09-2.18 (m, 1H), 2.19-2.34 (m, 3H), 2.73-2.84 (m, 1H), 3.12-3.28 (m, 1H), 3.48-3.57 (m, 1H), 3.69-3.76 (m,... Reactants: CNC(=O)C1=CN(C(=C(C1=O)C1=CC(=CC=C1)C(F)(F)F)C)CC1=C(C=C(C=C1)C#N)Br (1-(2-Bromo-4-cyano-benzyl)-6-methyl-4-oxo-5-(3-trifluoromethyl-phenyl)-1,4-dihydro-pyridine-3-carboxylic acid methylamide), C(CC)S(=O)[O-].[Na+] (sodium 1-propylsulfinate), N1[C@H](C(=O)O)CCC1 (L-proline), C(=O)([O-])[O-].[K+].[K+] (K2CO3). The reagents and catalysts are [Cu]I (CuI). Solvent: CS(=O)C (DMSO). Reaction conditions: temperature 110 celsius. Product: CNC(=O)C1=CN(C(=C(C1=O)C1=CC(=CC=C1)C(F)(F)F)C)CC1=C(C=C(C=C1)C#N)S(=O)(=O)CCC (1-[4-Cyano-2-(propane-1-sulfonyl)-benzyl]-6-methyl-4-oxo-5-(3-trifluoromethyl-phenyl)-1,4-dihydro-pyridine-3-carboxylic acid methylamide). RXN SMILES: [CH3:1][NH:2][C:3]([C:5]1[C:10](=[O:11])[C:9]([C:12]2[CH:17]=[CH:16][CH:15]=[C:14]([C:18]([F:21])([F:20])[F:19])[CH:13]=2)=[C:8]([CH3:22])[N:7]([CH2:23][C:24]2[CH:29]=[CH:28][C:27]([C:30]#[N:31])=[CH:26][C:25]=2Br)[CH:6]=1)=[O:4].[CH2:33]([S:36]([O-:38])=[O:37])[CH2:34][CH3:35].[Na+].N1CCC[C@H]1C(O)=O.C([O-])([O-])=O.[K+].[K+]>CS(C)=O.[Cu]I>[CH3:1][NH:2][C:3]([C:5]1[C:10](=[O:11])[C:9]([C:12]2[CH:17]=[CH:16][CH:15]=[C:14]([C:18]([F:21])([F:20])[F:19])[CH:13]=2)=[C:8]([CH3:22])[N:7]([CH2:23][C:24]2[CH:29]=[CH:28][C:27]([C:30]#[N:31])=[CH:26][C:25]=2[S:36]([CH2:33][CH2:34][CH3:35])(=[O:38])=[O:37])[CH:6]=1)=[O:4] |f:1.2,4.5.6|. Procedure details: A mixture of preparation 25a (70 mg, 139 μmol), sodium 1-propylsulfinate (54 mg, 415 μmol), L-proline (20 mg, 174 μmol), CuI (7 mg, 37 μmol), K2CO3 (24 mg, 174 μmol) in DMSO (0.7 mL) is heated 60 min at 110° C. The reaction mixture is purified by preparative reversed-phase HPLC (XBridge, gradient of methanol in water, 0.3% NH4OH, 60° C.). Yield: 11 mg (15% of theory); ESI mass spectrum: [M+H]+=532; Retention time HPLC: 1.06 min (Z003—001). The reactants are BrC1=CC=2C=3N(C(=NC2C=C1)SC)C(N(N3)C3=CC=C(C=C3)C)=O (9-Bromo-2-(4-methylphenyl)-5-(methylsulfanyl)[1,2,4]triazolo[4,3-c]quinazolin-3(2H)-one), C1=CC(=CC(=C1)Cl)C(=O)OO (m-CPBA), [O-]S(=O)(=S)[O-].[Na+].[Na+] (Na2S2O3), C(=O)(O)[O-].[Na+] (NaHCO3). Run in C(Cl)Cl (CH2Cl2). Run at time 6 hour. The product is BrC1=CC=2C=3N(C(NC2C=C1)=O)C(N(N3)C3=CC=C(C=C3)C)=O (9-Bromo-2-(4-methylphenyl)-2,6-dihydro[1,2,4]triazolo[4,3-c]quinazoline-3,5-dione). Isolated yield 98.8%. RXN SMILES: [Br:1][C:2]1[CH:11]=[CH:10][C:9]2[N:8]=[C:7](SC)[N:6]3[C:14](=[O:24])[N:15]([C:17]4[CH:22]=[CH:21][C:20]([CH3:23])=[CH:19][CH:18]=4)[N:16]=[C:5]3[C:4]=2[CH:3]=1.C1C=C(Cl)C=C(C(OO)=[O:33])C=1.[O-]S([O-])(=S)=O.[Na+].[Na+].C([O-])(O)=O.[Na+]>C(Cl)Cl>[Br:1][C:2]1[CH:11]=[CH:10][C:9]2[NH:8][C:7](=[O:33])[N:6]3[C:14](=[O:24])[N:15]([C:17]4[CH:22]=[CH:21][C:20]([CH3:23])=[CH:19][CH:18]=4)[N:16]=[C:5]3[C:4]=2[CH:3]=1 |f:2.3.4,5.6|. Reported procedure: To a solution of 7a (0.534 g, 1.33 mmol) in 60 mL of CH2Cl2 was added (77%) m-CPBA (0.597 g, 2.67 mmol) and mixture was stirred at room temperature for 6 h. A white precipitate was slowly formed. Saturated solutions of aqueous Na2S2O3 (20 mL) and NaHCO3 (20 mL) were subsequently added and the mixture was stirred vigorously for 30 min. The precipitate was filtered off, washed several times with water and heated in a mixture of 25 mL ethyl alcohol and 25 mL of water at reflux for 30 min. The mixtu... Product: CCOC(=O)c1cnc2cc(C(F)(F)F)ccc2c1N(Cc1cccnc1)S(=O)(=O)c1ccc(-c2ccccc2)cc1. As a reaction SMILES: [C:53](=[O:54])([O-:55])[O-:56].[CH2:7]([CH3:8])[O:9][C:10](=[O:11])[c:12]1[cH:13][n:14][c:15]2[cH:16][c:17]([C:40]([F:41])([F:42])[F:43])[cH:18][cH:19][c:20]2[c:21]1[N:22]([CH2:23][c:24]1[cH:25][n:26][cH:27][cH:28][cH:29]1)[S:30](=[O:31])(=[O:32])[c:33]1[cH:34][cH:35][c:36]([Br:39])[cH:37][cH:38]1.[CH3:1][O:2][CH2:3][CH2:4][O:5][CH3:6].[CH3:59][CH2:60][O:61][C:62](=[O:63])[CH3:64].[Na+:57].[Na+:58].[OH:44][B:45]([OH:46])[c:47]1[cH:48][cH:49][cH:50][cH:51][cH:52]1.[cH:65]1[cH:66][cH:67][c:68]([P:69]([Pd:70]([P:71]([c:72]2[cH:73][cH:74][cH:75][cH:76][cH:77]2)([c:78]2[cH:79][cH:80][cH:81][cH:82][cH:83]2)[c:84]2[cH:85][cH:86][cH:87][cH:88][cH:89]2)([P:90]([c:91]2[cH:92][cH:93][cH:94][cH:95][cH:96]2)([c:97]2[cH:98][cH:99][cH:100][cH:101][cH:102]2)[c:103]2[cH:104][cH:105][cH:106][cH:107][cH:108]2)[P:109]([c:110]2[cH:111][cH:112][cH:113][cH:114][cH:115]2)([c:116]2[cH:117][cH:118][cH:119][cH:120][cH:121]2)[c:122]2[cH:123][cH:124][cH:125][cH:126][cH:127]2)([c:128]2[cH:129][cH:130][cH:131][cH:132][cH:133]2)[c:134]2[cH:135][cH:136][cH:137][cH:138][cH:139]2)[cH:140][cH:141]1>>[CH2:7]([CH3:8])[O:9][C:10](=[O:11])[c:12]1[cH:13][n:14][c:15]2[cH:16][c:17]([C:40]([F:41])([F:42])[F:43])[cH:18][cH:19][c:20]2[c:21]1[N:22]([CH2:23][c:24]1[cH:25][n:26][cH:27][cH:28][cH:29]1)[S:30](=[O:31])(=[O:32])[c:33]1[cH:34][cH:35][c:36](-[c:47]2[cH:48][cH:49][cH:50][cH:51][cH:52]2)[cH:37][cH:38]1. Starting materials: O=C([O-])[O-], CCOC(=O)c1cnc2cc(C(F)(F)F)ccc2c1N(Cc1cccnc1)S(=O)(=O)c1ccc(Br)cc1, COCCOC, CCOC(C)=O, [Na+], [Na+], OB(O)c1ccccc1, c1ccc(P(c2ccccc2)(c2ccccc2)[Pd](P(c2ccccc2)(c2ccccc2)c2ccccc2)(P(c2ccccc2)(c2ccccc2)c2ccccc2)P(c2ccccc2)(c2ccccc2)c2ccccc2)cc1. Starting materials: ClC=1C=CC(=C(C(=O)NN2C(=CC=C2)C(=O)N)C1)F (1-(5-Chloro-2-fluoro-benzoylamino)-1H-pyrrole-2-carboxylic acid amide). Run in [OH-].[NH4+] (ammonium hydroxide). Reaction conditions: temperature 80 celsius. Yields the product ClC=1C=CC(=C(C1)C1=NN2C(C(N1)=O)=CC=C2)F (2-(5-Chloro-2-fluoro-phenyl)-3H-pyrrolo[21-f][1,2,4]triazin-4-one). The yield is 48.1%. As a reaction SMILES: [Cl:1][C:2]1[CH:3]=[CH:4][C:5]([F:19])=[C:6]([CH:18]=1)[C:7]([NH:9][N:10]1[CH:14]=[CH:13][CH:12]=[C:11]1[C:15]([NH2:17])=[O:16])=O>[OH-].[NH4+]>[Cl:1][C:2]1[CH:3]=[CH:4][C:5]([F:19])=[C:6]([C:7]2[NH:17][C:15](=[O:16])[C:11]3=[CH:12][CH:13]=[CH:14][N:10]3[N:9]=2)[CH:18]=1 |f:1.2|. Procedure: 1-(5-Chloro-2-fluoro-benzoylamino)-1H-pyrrole-2-carboxylic acid amide (200 mg, 0.71 mmole) was dissolved in 5 ml of 28% ammonium hydroxide in a sealed tube and heated to 80° C. overnight. The solution was purged with nitrogen to remove excess ammonia, and acidified with 1M hydrochloric acid to pH 2. The product was isolated by filtration, washed with water and vacuum dried to give 90 mg product (yield: 48%). The reactants are CC(C)C[Al+]CC(C)C, Cc1ccccc1, [H-], COC(=O)c1cc2ccccc2cn1. Product: O=Cc1cc2ccccc2cn1. RXN SMILES: [CH2:16]([Al+:17][CH2:18][CH:19]([CH3:20])[CH3:21])[CH:22]([CH3:23])[CH3:24].[CH3:25][c:26]1[cH:27][cH:28][cH:29][cH:30][cH:31]1.[H-:15].[cH:1]1[n:2][c:3]([C:11](=[O:12])[O:13][CH3:14])[cH:4][c:5]2[cH:6][cH:7][cH:8][cH:9][c:10]12>>[cH:1]1[n:2][c:3]([CH:11]=[O:12])[cH:4][c:5]2[cH:6][cH:7][cH:8][cH:9][c:10]12.